This data is from the Open Reaction Database (ORD), a public repository of structured organic reaction records. The task is: describe an organic reaction: reactants, conditions, products, and yield Starting materials: N1=C(C=CC=C1C)C (2,6-lutidine), FC(S(=O)(=O)O[Si](CC)(CC)CC)(F)F (triethylsilyl trifluoromethanesulfonate), C1(=CC=CC=C1)S(=O)(=O)CC1C(CCC1)(O)C (2-Benzenesulfonylmethyl-1-methylcyclopentan-1-ol), N1C=NC=C1 (imidazole), Cl[Si](CC)(CC)CC (chlorotriethylsilane), FC(S(=O)(=O)O[Si](CC)(CC)CC)(F)F (triethylsilyl trifluoromethanesulfonate). Solvent: C(Cl)Cl (CH2Cl2). Reaction conditions: time 8 hour. Product: CC1(C(CCC1)CSC1=CC=CC=C1)O (1-Methyl-2-phenylthiomethylcyclopentan-1-ol), C1(=CC=CC=C1)S(=O)(=O)CC1C(CCC1)(O[Si](CC)(CC)CC)C (2-Benzenesulfonylmethyl-1-methyl-1-triethylsiloxy-cyclopentane). RXN SMILES: [C:1]1([S:7]([CH2:10][CH:11]2[CH2:15][CH2:14][CH2:13][C:12]2([CH3:17])[OH:16])(=[O:9])=[O:8])[CH:6]=[CH:5][CH:4]=[CH:3][CH:2]=1.N1C=CN=C1.Cl[Si](CC)(CC)CC.N1C(C)=CC=CC=1C.FC(F)(F)S([O:44][Si:45]([CH2:50][CH3:51])([CH2:48][CH3:49])[CH2:46][CH3:47])(=O)=O>C(Cl)Cl>[CH3:17][C:12]1([OH:16])[CH2:13][CH2:14][CH2:15][CH:11]1[CH2:10][S:7][C:1]1[CH:6]=[CH:5][CH:4]=[CH:3][CH:2]=1.[C:1]1([S:7]([CH2:10][CH:11]2[CH2:15][CH2:14][CH2:13][C:12]2([CH3:17])[O:44][Si:45]([CH2:46][CH3:47])([CH2:48][CH3:49])[CH2:50][CH3:51])(=[O:9])=[O:8])[CH:6]=[CH:5][CH:4]=[CH:3][CH:2]=1. Reported procedure: To a solution of 10a (2.69 g, crude) and imidazole (5.6 g, 82.3 mmol) in CH2Cl2 (50 mL) was added chlorotriethylsilane (1.7 mL, 10.1 mmol), and the mixture was stirred at ambient temperature overnight. To the mixture were added 2,6-lutidine (1.9 mL, 16.3 mmol) and triethylsilyl trifluoromethanesulfonate (1.9 mL, 8.40 mmol), and the mixture was stirred at ambient temperature for 35 min, then heated under reflux. Heating and stirring were continued with further addition of triethylsilyl trifluorom...